From a dataset of the Open Reaction Database (ORD), a public repository of structured organic reaction records. describe an organic reaction: reactants, conditions, products, and yield Starting materials: CCOC(=O)CNCCNC(=O)OC(C)(C)C, C1CCOC1, CCOCC, CCN(C(C)C)C(C)C, Cc1cn(NC(=O)Cl)c(=O)[nH]c1=O. The product is CCOC(=O)CN(CCNC(=O)OC(C)(C)C)C(=O)Nn1cc(C)c(=O)[nH]c1=O. As a reaction SMILES: [CH2:23]([CH3:24])[O:25][C:26]([CH2:27][NH:28][CH2:29][CH2:30][NH:31][C:32](=[O:33])[O:34][C:35]([CH3:36])([CH3:37])[CH3:38])=[O:39].[CH2:40]1[O:41][CH2:42][CH2:43][CH2:44]1.[CH3:45][CH2:46][O:47][CH2:48][CH3:49].[CH:14]([N:15]([CH:16]([CH3:17])[CH3:18])[CH2:19][CH3:20])([CH3:21])[CH3:22].[Cl:1][C:2](=[O:3])[NH:4][n:5]1[c:6](=[O:7])[nH:8][c:9](=[O:10])[c:11]([CH3:12])[cH:13]1>>[C:2](=[O:3])([NH:4][n:5]1[c:6](=[O:7])[nH:8][c:9](=[O:10])[c:11]([CH3:12])[cH:13]1)[N:28]([CH2:27][C:26]([O:25][CH2:23][CH3:24])=[O:39])[CH2:29][CH2:30][NH:31][C:32](=[O:33])[O:34][C:35]([CH3:36])([CH3:37])[CH3:38]. Starting materials: C(C)N(C1=C(C=C(C(=C1)OC)OC)[C@H]1CC=2C=CC(=CC2CC1)OC(C(C)(C)C)=O)C(C1=CC=C(C=C1)O)=O (pivalic acid (R)-6-{2-[ethyl(4-hydroxybenzoyl)amino]-4,5-dimethoxyphenyl}-5,6,7,8-tetrahydronaphthalen-2-yl ester), ClCC(=O)N1CCCC1 (2-chloro-1-pyrrolidin-1-ylethanone). Yields the product C(C)N(C1=C(C=C(C(=C1)OC)OC)[C@H]1CC=2C=CC(=CC2CC1)O)CC1=CC=C(C=C1)OCCN1CCCC1 ((R)-6-{2-{Ethyl[4-(2-pyrrolidin-1-ylethoxy)benzyl]amino}-4,5-dimethoxyphenyl}-5,6,7,8-tetrahydronaphthalen-2-ol). The yield is 48.8%. As a reaction SMILES: [CH2:1]([N:3]([C:31](=O)[C:32]1[CH:37]=[CH:36][C:35]([OH:38])=[CH:34][CH:33]=1)[C:4]1[CH:9]=[C:8]([O:10][CH3:11])[C:7]([O:12][CH3:13])=[CH:6][C:5]=1[C@@H:14]1[CH2:23][CH2:22][C:21]2[CH:20]=[C:19]([O:24]C(=O)C(C)(C)C)[CH:18]=[CH:17][C:16]=2[CH2:15]1)[CH3:2].Cl[CH2:41][C:42]([N:44]1[CH2:48][CH2:47][CH2:46][CH2:45]1)=O>>[CH2:1]([N:3]([CH2:31][C:32]1[CH:33]=[CH:34][C:35]([O:38][CH2:41][CH2:42][N:44]2[CH2:48][CH2:47][CH2:46][CH2:45]2)=[CH:36][CH:37]=1)[C:4]1[CH:9]=[C:8]([O:10][CH3:11])[C:7]([O:12][CH3:13])=[CH:6][C:5]=1[C@@H:14]1[CH2:23][CH2:22][C:21]2[CH:20]=[C:19]([OH:24])[CH:18]=[CH:17][C:16]=2[CH2:15]1)[CH3:2]. Reported procedure: Synthesized from pivalic acid (R)-6-{2-[ethyl(4-hydroxybenzoyl)amino]-4,5-dimethoxyphenyl}-5,6,7,8-tetrahydronaphthalen-2-yl ester (16 mg) and 2-chloro-1-pyrrolidin-1-ylethanone (8.0 mg) according to an analogous synthetic method to Example 404 and purified by LC-MS, the title compound (7.8 mg) was obtained. The reactants are [NH4+].[Cl-] (NH4Cl), C(C)(C)[N-]C(C)C.[Li+] (lithium diisopropylamide), C(C)(C)(C)[C@H]1O[C@H](C(O1)=O)C (2-(s)-t-butyl-5-(s)-methyl-1,3-dioxolan-4-one), FC(CI)(F)F (1,1,1-Trifluoro-2-iodoethane). Reaction conditions: temperature -45 celsius, time 45 minute. Product: C(C)(C)(C)[C@H]1O[C@@](C(O1)=O)(CC(F)(F)F)C (2-(S)-t-butyl-5-(R)-methyl-5-(2,2,2-trifluoroethyl)-1,3-dioxolan-4-one). Yield: 38.2%. As a reaction SMILES: C([N-]C(C)C)(C)C.[Li+].[C:9]([C@@H:13]1[O:17][C:16](=[O:18])[C@H:15]([CH3:19])[O:14]1)([CH3:12])([CH3:11])[CH3:10].[F:20][C:21]([F:25])([F:24])[CH2:22]I.[NH4+].[Cl-]>>[C:9]([C@@H:13]1[O:17][C:16](=[O:18])[C@@:15]([CH3:19])([CH2:22][C:21]([F:25])([F:24])[F:20])[O:14]1)([CH3:12])([CH3:10])[CH3:11] |f:0.1,4.5|. Procedure: To a solution of lithium diisopropylamide (prepared from 13 ml of diisopropylamine and 54 ml of 1.6 M n-BuLi in hexanes in 200 ml of anhydrous THF at 0° C.) at −72° C. was added slowly 2-(s)-t-butyl-5-(s)-methyl-1,3-dioxolan-4-one (12.95 g, 81.9 mmol, Tetrahedron, 1984, 40, 1313) at such a rate as to maintain the internal temperature below −60° C. and the mixture was aged at −72° C. for an hour. 1,1,1-Trifluoro-2-iodoethane (25 g, 119 mmol) was added quickly, the reaction temperature increased t... Starting materials: ClC=1C=C(C=2N(N1)C(=C(N2)C)C)NC2=CC=C(C=C2)OCC (6-chloro-N-(4-ethoxyphenyl)-2,3-dimethylimidazo[1,2-b]pyridazin-8-amine), 1b, N[C@@H]1CC[C@H](CC1)N (trans-1,4-diaminocyclohexane). The solvent is O (water). Run at time 4 day. Product: N[C@@H]1CC[C@H](CC1)NC=1C=C(C=2N(N1)C(=C(N2)C)C)NC2=CC=C(C=C2)OCC (N6-(trans-4-aminocyclohexyl)-N8-(4-(ethyloxy)phenyl)-2,3-dimethylimidazo[1,2-b]pyridazine-6,8-diamine). Reaction SMILES: Cl[C:2]1[CH:3]=[C:4]([NH:13][C:14]2[CH:19]=[CH:18][C:17]([O:20][CH2:21][CH3:22])=[CH:16][CH:15]=2)[C:5]2[N:6]([C:8]([CH3:12])=[C:9]([CH3:11])[N:10]=2)[N:7]=1.[NH2:23][C@H:24]1[CH2:29][CH2:28][C@H:27]([NH2:30])[CH2:26][CH2:25]1>O>[NH2:23][C@H:24]1[CH2:29][CH2:28][C@H:27]([NH:30][C:2]2[CH:3]=[C:4]([NH:13][C:14]3[CH:19]=[CH:18][C:17]([O:20][CH2:21][CH3:22])=[CH:16][CH:15]=3)[C:5]3[N:6]([C:8]([CH3:12])=[C:9]([CH3:11])[N:10]=3)[N:7]=2)[CH2:26][CH2:25]1. Reported procedure: In a 2 dram reaction vial was added crude 6-chloro-N-(4-ethoxyphenyl)-2,3-dimethylimidazo[1,2-b]pyridazin-8-amine (0.013 g, 0.04 mmol) from 1b and trans-1,4-diaminocyclohexane (1.0 g, 8.0 mmol). The mixture was allowed to melt at 160° C. for 4 days. The melt was then cooled, diluted with water and extracted with dichloromethane. The organic layer was concentrated and then diluted with MeOH and then purified by preparative HPLC. This gave 0.005 g of the titled compound as a TFA salt. 1H NMR (500 ... Starting materials: CC(=O)O, CC(=O)[O-], CCOC(C)=O, Cc1ccc(OCc2ccc(C=O)cc2)nc1, C[N+](=O)[O-], [NH4+], O. Yields the product Cc1ccc(OCc2ccc(C=C[N+](=O)[O-])cc2)nc1. Reaction SMILES: [CH3:1][C:2](=[O:3])[OH:4].[CH3:27][C:28](=[O:29])[O-:30].[CH3:31][CH2:32][O:33][C:34](=[O:35])[CH3:36].[CH3:5][c:6]1[cH:7][cH:8][c:9]([O:12][CH2:13][c:14]2[cH:15][cH:16][c:17]([CH:18]=[O:19])[cH:20][cH:21]2)[n:10][cH:11]1.[N+:22](=[O:23])([O-:24])[CH3:25].[NH4+:26].[OH2:37]>>[CH3:5][c:6]1[cH:7][cH:8][c:9]([O:12][CH2:13][c:14]2[cH:15][cH:16][c:17]([CH:18]=[CH:25][N+:22](=[O:23])[O-:24])[cH:20][cH:21]2)[n:10][cH:11]1. Starting materials: C1(CCCC1)=CC(=O)O (cyclopentylideneacetic acid), O(C1=CC=CC=C1)C1=CC=C(C=C1)S (p-(phenoxy)-thiophenol), N1CCCCC1 (piperidine). The solvent is C(C)(=O)OCC (ethyl acetate). Product: O(C1=CC=CC=C1)C1=CC=C(C=C1)SC1(CCCC1)CC(=O)O (2-[-(4-phenoxyphenylthio)-cyclopent-1-yl]-acetic acid). Reaction SMILES: [C:1]1(=[CH:6][C:7]([OH:9])=[O:8])[CH2:5][CH2:4][CH2:3][CH2:2]1.[O:10]([C:17]1[CH:22]=[CH:21][C:20]([SH:23])=[CH:19][CH:18]=1)[C:11]1[CH:16]=[CH:15][CH:14]=[CH:13][CH:12]=1.N1CCCCC1>C(OCC)(=O)C>[O:10]([C:17]1[CH:22]=[CH:21][C:20]([S:23][C:1]2([CH2:6][C:7]([OH:9])=[O:8])[CH2:5][CH2:4][CH2:3][CH2:2]2)=[CH:19][CH:18]=1)[C:11]1[CH:16]=[CH:15][CH:14]=[CH:13][CH:12]=1. Procedure details: A mixture of cyclopentylideneacetic acid (2 mmol) and p-(phenoxy)-thiophenol (2 mmol) was heated at 110° C. under nitrogen in the presence of piperidine (100 μL) for 24 hours. The residue was dissolved in ethyl acetate and washed with dilute hydrochloric acid. The organic layer was separated, dried and evaporated under reduced pressure to give crude 2-[-(4-phenoxyphenylthio)-cyclopent-1-yl]-acetic acid, which can be used in the next reaction without further purification.